From a dataset of the Open Reaction Database (ORD), a public repository of structured organic reaction records. describe an organic reaction: reactants, conditions, products, and yield The reactants are N[C@@H](CCCNC(N)=N)C(=O)O (L-arginine), P(O)(O)(O)=O (orthophosphoric acid), aqueous solution, F (hydrofluoride). The solvent is O (water). The product is P(=O)(O)(O)O.F.N[C@@H](CCCNC(N)=N)C(=O)O (L-arginine hydrofluoride phosphate). RXN SMILES: [NH2:1][C@H:2]([C:10]([OH:12])=[O:11])[CH2:3][CH2:4][CH2:5][NH:6][C:7](=[NH:9])[NH2:8].[FH:13].[P:14](=[O:18])([OH:17])([OH:16])[OH:15]>O>[P:14]([OH:18])([OH:17])([OH:16])=[O:15].[FH:13].[NH2:1][C@H:2]([C:10]([OH:12])=[O:11])[CH2:3][CH2:4][CH2:5][NH:6][C:7](=[NH:8])[NH2:9] |f:4.5.6|. Procedure: L-arginine hydrofluoride phosphate was prepared by combining 34.8 gm. of L-arginine (free-base) with 8 gm. of a 50% aqueous solution of hydrofluoride and 23.5 gm. of orthophosphoric acid. This was dissolved in about 75 ml. of water. The resulting syrup was poured into about 750 ml. of a methanol-ethanol mixture to precipitate the salt. After filtration the cake (L-arginine hydrofluoride phosphate) was rinsed with methanol and air dried. The reactants are CCOC(=O)C (EtOAc), [Li+].C[Si](C)(C)[N-][Si](C)(C)C (LiHMDS), C(C)(=O)C=1C(=NC(=NC1)SC)NC=1C=C(C=CC1)NC(OC(C)(C)C)=O (tert-butyl (3-((5-acetyl-2-(methylthio)pyrimidin-4-yl)amino)phenyl)carbamate). The solvent is C1CCOC1 (THF). Reaction conditions: time 3 hour. Yields the product CC1=CC(N(C=2N=C(N=CC21)SC)C=2C=C(C=CC2)NC(OC(C)(C)C)=O)=O (tert-butyl (3-(5-methyl-2-(methylthio)-7-oxopyrido[2,3-d]pyrimidin-8(7H)-yl)phenyl)carbamate). Yield: 73.4%. As a reaction SMILES: [Li+].C[Si]([N-][Si](C)(C)C)(C)C.[CH3:11][CH2:12][O:13]C(C)=O.[C:17]([C:20]1[C:21]([NH:28][C:29]2[CH:30]=[C:31]([NH:35][C:36](=[O:42])[O:37][C:38]([CH3:41])([CH3:40])[CH3:39])[CH:32]=[CH:33][CH:34]=2)=[N:22][C:23]([S:26][CH3:27])=[N:24][CH:25]=1)(=O)[CH3:18]>C1COCC1>[CH3:18][C:17]1[C:20]2[CH:25]=[N:24][C:23]([S:26][CH3:27])=[N:22][C:21]=2[N:28]([C:29]2[CH:30]=[C:31]([NH:35][C:36](=[O:42])[O:37][C:38]([CH3:41])([CH3:40])[CH3:39])[CH:32]=[CH:33][CH:34]=2)[C:12](=[O:13])[CH:11]=1 |f:0.1|. Procedure details: LiHMDS (1.0 M in THF, 27.3 mL, 27.3 mmol) was added to THF (100 mL) at −78° C. and treated with EtOAc (2.50 mL, 25.6 mmol) and stirred 15 min. tert-Butyl (3-((5-acetyl-2-(methylthio)pyrimidin-4-yl)amino)phenyl)carbamate (53) (3.19 g, 8.52 mmol) was added in one portion at −78° C. and the solution warmed to RT and stirred for 3 h. The reaction mixture was quenched with a saturated solution of NH4Cl and extracted with EtOAc (150 mL), washed with brine and dried over MgSO4, filtered and concentrate... Reactants: C1(=CC=CC=C1)[C@@H](CO)C(C)C ((S)-(+) 2-phenyl-3-methylbutanol), C1(=CC=CC=C1)P(C1=CC=CC=C1)C1=CC=CC=C1 (triphenylphosphine), BrN1C(CCC1=O)=O (N-bromosuccinimide). Solvent: C(Cl)Cl (methylene chloride). Conditions: time 16 hour. The product is C1(=CC=CC=C1)[C@@H](CBr)C(C)C ((S)-(-)-2-phenyl-3-methylbromobutane). The yield is 51.2%. Reaction SMILES: [C:1]1([C@H:7]([CH:10]([CH3:12])[CH3:11])[CH2:8]O)[CH:6]=[CH:5][CH:4]=[CH:3][CH:2]=1.C1(P(C2C=CC=CC=2)C2C=CC=CC=2)C=CC=CC=1.[Br:32]N1C(=O)CCC1=O>C(Cl)Cl>[C:1]1([C@H:7]([CH:10]([CH3:12])[CH3:11])[CH2:8][Br:32])[CH:6]=[CH:5][CH:4]=[CH:3][CH:2]=1. Reported procedure: A solution of 49.3 g (0.3 mol) of (S)-(+) 2-phenyl-3-methylbutanol in 400 ml of absolute methylene chloride was treated with 80 g (0.3 mol) of triphenylphosphine. Thereafter, 53.4 g (0.3 mol) of N-bromosuccinimide were added portionwise while stirring vigorously. After 16 hours, the reaction mixture was filtered and the filtrate was evaporated under reduced pressure. The residue was dissolved in hexane and purified by chromatography on silica gel, to obtain in this manner 34.9 g (51%) of (S)-(-)... RXN SMILES: [OH:1][C:2]1[CH:3]=[CH:4][C:5]2[S:11][C:10]3[CH:12]=[C:13]([C:16]([OH:18])=[O:17])[CH:14]=[CH:15][C:9]=3[CH:8]=[CH:7][C:6]=2[CH:19]=1.[CH3:20]N(C)C=O.C(=O)([O-])[O-].[K+].[K+].CI>O>[CH3:20][O:1][C:2]1[CH:3]=[CH:4][C:5]2[S:11][C:10]3[CH:12]=[C:13]([C:16]([OH:18])=[O:17])[CH:14]=[CH:15][C:9]=3[CH:8]=[CH:7][C:6]=2[CH:19]=1 |f:2.3.4|. Reported procedure: 1 G. 8-hydroxydibenzo[b,f]thiepin-3-carboxylic acid is stirred in 50 cc. dimethylformamide with 1.5 g. potassium carbonate and 3 cc. methyl iodide. 100 CC. water is added to the reaction mixture, heated for three hours and then extracted with ethyl acetate, and the aqueous layer acidified. The precipitated solid is filtered, washed with water and a small volume of cold methanol, and dried. Yield of the desired material 700 mg. Starting materials: OC=1C=CC2=C(C=CC3=C(S2)C=C(C=C3)C(=O)O)C1 (8-hydroxydibenzo[b,f]thiepin-3-carboxylic acid), CI (methyl iodide), CN(C=O)C (dimethylformamide), C([O-])([O-])=O.[K+].[K+] (potassium carbonate). Solvent: O (water). Yields the product COC=1C=CC2=C(C=CC3=C(S2)C=C(C=C3)C(=O)O)C1 (8-Methoxydibenzo[b,f]thiepin-3-carboxylic Acid). Starting materials: CCn1ncc2c(NC3CCOCC3)c(-c3nc(CC4CCNCC4)no3)cnc21, CS(=O)(=O)Cl, ClC(Cl)Cl, Cl, c1ccncc1. Product: CCn1ncc2c(NC3CCOCC3)c(-c3nc(CC4CCN(S(C)(=O)=O)CC4)no3)cnc21. Reaction SMILES: [CH2:7]([CH3:8])[n:9]1[n:10][cH:11][c:12]2[c:13]1[n:14][cH:15][c:16](-[c:25]1[n:26][c:27]([CH2:30][CH:31]3[CH2:32][CH2:33][NH:34][CH2:35][CH2:36]3)[n:28][o:29]1)[c:17]2[NH:18][CH:19]1[CH2:20][CH2:21][O:22][CH2:23][CH2:24]1.[CH3:1][S:2]([Cl:3])(=[O:4])=[O:5].[CH:43]([Cl:44])([Cl:45])[Cl:46].[ClH:6].[cH:37]1[cH:38][cH:39][n:40][cH:41][cH:42]1>>[CH3:1][S:2](=[O:4])(=[O:5])[N:34]1[CH2:33][CH2:32][CH:31]([CH2:30][c:27]2[n:26][c:25](-[c:16]3[cH:15][n:14][c:13]4[n:9]([CH2:7][CH3:8])[n:10][cH:11][c:12]4[c:17]3[NH:18][CH:19]3[CH2:20][CH2:21][O:22][CH2:23][CH2:24]3)[o:29][n:28]2)[CH2:36][CH2:35]1. Reported procedure: A solution of 4-chloro-6-methoxy-7-(3-pyrrolidin-1-ylpropoxy)quinoline hydrochloride (325 mg, 0.82 mmol) and 4-chloro-2-fluoro-5-hydroxyaniline (133 mg, 0.82 mmol), (as described in EP 61741 A2), in 2-pentanol (10 ml) and DMF (1 ml) was heated at reflux for 5 hours. The volatiles were removed by evaporation and the residue was purified by column chromatography eluting with acetonitrile/water containing 1% TFA (30/70). Concentrated hydrochloric acid was added to the fractions and the solvents wer... As a reaction SMILES: Cl.[Cl:2][C:3]1[C:12]2[C:7](=[CH:8][C:9]([O:15][CH2:16][CH2:17][CH2:18][N:19]3[CH2:23][CH2:22][CH2:21][CH2:20]3)=[C:10]([O:13][CH3:14])[CH:11]=2)[N:6]=[CH:5][CH:4]=1.[Cl:24][C:25]1[C:31]([OH:32])=[CH:30][C:28]([NH2:29])=[C:27]([F:33])[CH:26]=1>CC(O)CCC.CN(C=O)C>[ClH:2].[Cl:24][C:25]1[C:31]([OH:32])=[CH:30][C:28]([NH:29][C:3]2[C:12]3[C:7](=[CH:8][C:9]([O:15][CH2:16][CH2:17][CH2:18][N:19]4[CH2:23][CH2:22][CH2:21][CH2:20]4)=[C:10]([O:13][CH3:14])[CH:11]=3)[N:6]=[CH:5][CH:4]=2)=[C:27]([F:33])[CH:26]=1 |f:0.1,5.6|. The reactants are Cl.ClC1=CC=NC2=CC(=C(C=C12)OC)OCCCN1CCCC1 (4-chloro-6-methoxy-7-(3-pyrrolidin-1-ylpropoxy)quinoline hydrochloride), ClC1=CC(=C(N)C=C1O)F (4-chloro-2-fluoro-5-hydroxyaniline). The solvent is CC(CCC)O (2-pentanol), CN(C)C=O (DMF). Yields the product Cl.ClC1=CC(=C(NC2=CC=NC3=CC(=C(C=C23)OC)OCCCN2CCCC2)C=C1O)F (4-(4-chloro-2-fluoro-5-hydroxyanilino)-6-methoxy-7-(3-pyrrolidin-1-ylpropoxy)quinoline hydrochloride). Isolated yield 54.4%. Starting materials: C, CCOC(=O)c1cc2c(C)c(OCc3ccccc3)ccc2n1C, CCO, O=C[O-], [NH4+], [Pd]. Reaction SMILES: [C:29].[CH2:1]([c:2]1[cH:3][cH:4][cH:5][cH:6][cH:7]1)[O:8][c:9]1[c:10]([CH3:24])[c:11]2[cH:12][c:13]([C:19](=[O:20])[O:21][CH2:22][CH3:23])[n:14]([CH3:18])[c:15]2[cH:16][cH:17]1.[CH3:31][CH2:32][OH:33].[CH:25]([O-:26])=[O:27].[NH4+:28].[Pd:30]>>[OH:8][c:9]1[c:10]([CH3:24])[c:11]2[cH:12][c:13]([C:19](=[O:20])[O:21][CH2:22][CH3:23])[n:14]([CH3:18])[c:15]2[cH:16][cH:17]1. Product: CCOC(=O)c1cc2c(C)c(O)ccc2n1C. Reactants: ClC1=C(C=C(N)C=C1)I (4-chloro-3-iodoaniline), FC(C1=CC=C(C(=N1)C)C(=O)Cl)(F)F (6-(trifluoromethyl)-2-methylpyridine-3-carbonyl chloride). The product is ClC1=C(C=C(C=C1)NC(=O)C=1C(=NC(=CC1)C(F)(F)F)C)I (N-(4-chloro-3-iodophenyl)-6-(trifluoromethyl)-2-methylpyridine-3-carboxamide). Reaction SMILES: [Cl:1][C:2]1[CH:8]=[CH:7][C:5]([NH2:6])=[CH:4][C:3]=1[I:9].[F:10][C:11]([F:23])([F:22])[C:12]1[N:17]=[C:16]([CH3:18])[C:15]([C:19](Cl)=[O:20])=[CH:14][CH:13]=1>>[Cl:1][C:2]1[CH:8]=[CH:7][C:5]([NH:6][C:19]([C:15]2[C:16]([CH3:18])=[N:17][C:12]([C:11]([F:23])([F:10])[F:22])=[CH:13][CH:14]=2)=[O:20])=[CH:4][C:3]=1[I:9]. Reported procedure: Procedure D was performed with 4-chloro-3-iodoaniline (225 mg, 0.889 mmol) and 6-(trifluoromethyl)-2-methylpyridine-3-carbonyl chloride (237 mg, 0/93 mmol, 1.05 eq) at 0° C. for 30 minutes. The crude residue was purified by silica gel chromatography (2-50% ethyl acetate/hexanes) to yield N-(4-chloro-3-iodophenyl)-6-(trifluoromethyl)-2-methylpyridine-3-carboxamide as a white solid. Reactants: ClC(C(=O)C1=CC(=CN1)C=O)(Cl)Cl (5-(Trichloroacetyl)-1H-pyrrole-3-carbaldehyde), C(C)O (ethanol), C(C)O (ethanol), C(C)[O-].[Na+] (sodium ethanolate). Conditions: time 20 minute. Yields the product C(=O)C=1C=C(NC1)C(=O)OCC (Ethyl 4-formyl-1H-pyrrole-2-carboxylate). As a reaction SMILES: ClC(Cl)(Cl)[C:3]([C:5]1[NH:9][CH:8]=[C:7]([CH:10]=[O:11])[CH:6]=1)=[O:4].[CH2:14]([O-])[CH3:15].[Na+].C([OH:20])C>>[CH:10]([C:7]1[CH:6]=[C:5]([C:3]([O:4][CH2:14][CH3:15])=[O:20])[NH:9][CH:8]=1)=[O:11] |f:1.2|. Procedure details: To a solution of the compound obtained in Step B (83.7 mmoles) in ethanol (200 ml) there is added, dropwise and over 20 minutes, a solution of sodium ethanolate (13.4 mmoles) in ethanol (45 ml) at ambient temperature. After stirring for 3 hours, the mixture is evaporated to dryness and then taken up in ethyl ether (200 ml). To that organic phase there is added aqueous 2N HCl solution (150 ml) and the resulting mixture is stirred; the phases are then separated and the aqueous phase is extracted w... Reactants: [N-]=[N+]=[N-].[Na+] (Sodium azide), CN1C(C(C(CC1)C)(CCC(=O)OCC)C)C (Ethyl 1,2,3,4-tetramethyl-3-piperidinepropanoate), [OH-].[Na+] (NaOH). Run in S(O)(O)(=O)=O (sulfuric acid). Reaction conditions: temperature 60 celsius, time 2 hour. Yields the product CN1C(C(C(CC1)C)(CCN)C)C (1,2,3,4-tetramethyl-3-piperidineethanamine). Yield: 71.2%. Reaction SMILES: [CH3:1][N:2]1[CH2:7][CH2:6][CH:5]([CH3:8])[C:4]([CH3:16])([CH2:9][CH2:10]C(OCC)=O)[CH:3]1[CH3:17].[N-:18]=[N+]=[N-].[Na+].[OH-].[Na+]>S(=O)(=O)(O)O>[CH3:1][N:2]1[CH2:7][CH2:6][CH:5]([CH3:8])[C:4]([CH3:16])([CH2:9][CH2:10][NH2:18])[CH:3]1[CH3:17] |f:1.2,3.4|. Procedure details: Ethyl 1,2,3,4-tetramethyl-3-piperidinepropanoate (34.0 g, 141 mmol) was dissolved in concentrated sulfuric acid (300 mL) under a nitrogen atmosphere and the mixture was heated to 60° C. Sodium azide (18.35 g, 282 mmole) was then added in small portions (300-500 mg) over a three hour period at such a rate that a temperature range of 50°-70° C. was maintained. The mixture was then stirred at 60° C. for 2 hours, cooled to room temperature and poured onto ice-water (800 mL). The solution was basifie...